From a dataset of the Open Reaction Database (ORD), a public repository of structured organic reaction records. describe an organic reaction: reactants, conditions, products, and yield Reactants: Cc1ccccc1, O=C=NC(=O)c1ccccc1Cl, Cc1ccccc1SNc1ccc(OC(F)(F)F)cc1. Product: Cc1ccccc1SN(C(=O)NC(=O)c1ccccc1Cl)c1ccc(OC(F)(F)F)cc1. Reaction SMILES: [CH3:33][c:34]1[cH:35][cH:36][cH:37][cH:38][cH:39]1.[Cl:1][c:2]1[c:3]([C:4](=[O:5])[N:6]=[C:7]=[O:8])[cH:9][cH:10][cH:11][cH:12]1.[F:13][C:14]([O:15][c:16]1[cH:17][cH:18][c:19]([NH:22][S:23][c:24]2[c:25]([CH3:30])[cH:26][cH:27][cH:28][cH:29]2)[cH:20][cH:21]1)([F:31])[F:32]>>[Cl:1][c:2]1[c:3]([C:4](=[O:5])[NH:6][C:7](=[O:8])[N:22]([c:19]2[cH:18][cH:17][c:16]([O:15][C:14]([F:13])([F:31])[F:32])[cH:21][cH:20]2)[S:23][c:24]2[c:25]([CH3:30])[cH:26][cH:27][cH:28][cH:29]2)[cH:9][cH:10][cH:11][cH:12]1.